This data is from the Open Reaction Database (ORD), a public repository of structured organic reaction records. The task is: describe an organic reaction: reactants, conditions, products, and yield Starting materials: Br, CCCCCCCCCCCO, O, O=S(=O)(O)O. Yields the product CCCCCCCCCCCBr. RXN SMILES: [BrH:13].[CH2:1]([CH2:2][CH2:3][CH2:4][CH2:5][CH2:6][CH2:7][CH2:8][CH2:9][CH2:10][CH3:11])[OH:12].[OH2:19].[S:14](=[O:15])(=[O:16])([OH:17])[OH:18]>>[CH2:1]([CH2:2][CH2:3][CH2:4][CH2:5][CH2:6][CH2:7][CH2:8][CH2:9][CH2:10][CH3:11])[Br:13]. Yields the product O=c1[nH]c(=S)[nH]c2nc[nH]c12. RXN SMILES: [Na+:27].[OH-:26].[P:12]12(=[S:13])[S:14][P:15]3(=[S:25])[S:16][P:17](=[S:23])([S:18][P:19](=[S:22])([S:20]3)[S:21]1)[S:24]2.[cH:28]1[cH:29][cH:30][n:31][cH:32][cH:33]1.[nH:1]1[c:2](=[O:3])[nH:4][c:5]2[n:6][cH:7][nH:8][c:9]2[c:10]1=[O:11]>>[nH:1]1[c:2](=[S:13])[nH:4][c:5]2[n:6][cH:7][nH:8][c:9]2[c:10]1=[O:11]. The reactants are [Na+], [OH-], S=P12SP3(=S)SP(=S)(S1)SP(=S)(S2)S3, c1ccncc1, O=c1[nH]c(=O)c2[nH]cnc2[nH]1. The reactants are N#Cc1cccc(C=O)c1, Cc1ccccc1, O=CC=P(c1ccccc1)(c1ccccc1)c1ccccc1. The product is N#Cc1cccc(C=CC=O)c1. As a reaction SMILES: [C:1](#[N:2])[c:3]1[cH:4][c:5]([CH:6]=[O:7])[cH:8][cH:9][cH:10]1.[CH3:33][c:34]1[cH:35][cH:36][cH:37][cH:38][cH:39]1.[c:11]1([P:12]([c:13]2[cH:14][cH:15][cH:16][cH:17][cH:18]2)([c:19]2[cH:20][cH:21][cH:22][cH:23][cH:24]2)=[CH:30][CH:31]=[O:32])[cH:25][cH:26][cH:27][cH:28][cH:29]1>>[C:1](#[N:2])[c:3]1[cH:4][c:5]([CH:6]=[CH:30][CH:31]=[O:32])[cH:8][cH:9][cH:10]1. The reactants are BrC=1C(=NC=C(C(=O)NC2=CC=C(C=C2)OC(F)(F)F)C1)N1CC(C1)(C)O (5-bromo-6-(3-hydroxy-3-methylazetidin-1-yl)-N-(4-(trifluoromethoxy)phenyl)nicotinamide), N1=CC(=CC=C1)B(O)O (pyridin-3-ylboronic acid). Product: OC1(CN(C1)C1=NC=C(C=C1C=1C=NC=CC1)C(=O)NC1=CC=C(C=C1)OC(F)(F)F)C (2-(3-Hydroxy-3-methylazetidin-1-yl)-N-(4-(trifluoromethoxy)phenyl)-[3,3′-bipyridine]-5-carboxamide). As a reaction SMILES: Br[C:2]1[C:3]([N:22]2[CH2:25][C:24]([OH:27])([CH3:26])[CH2:23]2)=[N:4][CH:5]=[C:6]([CH:21]=1)[C:7]([NH:9][C:10]1[CH:15]=[CH:14][C:13]([O:16][C:17]([F:20])([F:19])[F:18])=[CH:12][CH:11]=1)=[O:8].[N:28]1[CH:33]=[CH:32][CH:31]=[C:30](B(O)O)[CH:29]=1>>[OH:27][C:24]1([CH3:26])[CH2:25][N:22]([C:3]2[C:2]([C:30]3[CH:29]=[N:28][CH:33]=[CH:32][CH:31]=3)=[CH:21][C:6]([C:7]([NH:9][C:10]3[CH:15]=[CH:14][C:13]([O:16][C:17]([F:20])([F:19])[F:18])=[CH:12][CH:11]=3)=[O:8])=[CH:5][N:4]=2)[CH2:23]1. Procedure: The title compound was prepared in an analogous fashion to that described in Example 128 using 5-bromo-6-(3-hydroxy-3-methylazetidin-1-yl)-N-(4-(trifluoromethoxy)phenyl)nicotinamide (Stage 128.1) and pyridin-3-ylboronic acid. HPLC (Condition 4) tR=4.45 min, UPLC-MS (Condition 3) tR=0.95 min, m/z=445.3 [M+H]+; 1H-NMR (400 MHz, DMSO-d6) δ ppm 1.27 (s, 3H) 3.46-3.61 (m, 4H) 5.43 (s, 1H) 7.33 (d, J=8.99 Hz, 2H) 7.44-7.54 (m, 1H) 7.74-7.90 (m, 3H) 8.02 (d, J=1.95 Hz, 1H) 8.58 (dd, J=4.69, 1.56 Hz, 1H... Starting materials: NCC(=O)N[C@@H](C)C(=O)NCC(=O)N[C@H](C)C(=O)NCC(=O)OCC1=CC=CC=C1 (Gly-Ala-Gly-DAla-Gly-OBzl), Example 34C, Cl (HCl). Run in C(C)(=O)O (acetic acid). Reaction conditions: time 24 hour. Product: NCC(=O)N[C@@H](C)C(=O)NCC(=O)N[C@H](C)C(=O)NCC(=O)O.Cl (Gly-Ala-Gly-DAla-Gly.HCl). The yield is 100.0%. RXN SMILES: [NH2:1][CH2:2][C:3]([NH:5][C@H:6]([C:8]([NH:10][CH2:11][C:12]([NH:14][C@@H:15]([C:17]([NH:19][CH2:20][C:21]([O:23]CC1C=CC=CC=1)=[O:22])=[O:18])[CH3:16])=[O:13])=[O:9])[CH3:7])=[O:4].[ClH:31]>C(O)(=O)C>[NH2:1][CH2:2][C:3]([NH:5][C@H:6]([C:8]([NH:10][CH2:11][C:12]([NH:14][C@@H:15]([C:17]([NH:19][CH2:20][C:21]([OH:23])=[O:22])=[O:18])[CH3:16])=[O:13])=[O:9])[CH3:7])=[O:4].[ClH:31] |f:3.4|. Procedure details: To Gly-Ala-Gly-DAla-Gly-OBzl prepared as in Example 34C (13.4 g, 25.7 mol) in glacial acetic acid (400 ml) was added concentrated HCl (100 ml) and the reaction mixture was stirred at room temperature for 24 h. The solution was concentrated in vacuo, dissolved in water (100 ml) and the resulting aqueous solution was washed with ether (2×50 ml) and concentrated again in vacuo. Drying at high vacuum afforded 9.70 g (100% yield) of the product as a white powder: 1H NMR (D2O) δ 1.38 (d, J=7.2 Hz, 3 H... The reactants are N1(CCNCC1)C=1N=C2C(N1)=CC=CC=C2 (2-(1-piperazinyl)cycloheptimidazole), C([O-])([O-])=O.[K+].[K+] (potassium carbonate), C(C=C)Br (2-propenyl bromide). Solvent: CS(=O)C (dimethyl sulfoxide), CS(=O)C (dimethyl sulfoxide), [Cl-].[Na+].O (brine). Reaction conditions: time 15 minute. Product: C(C=C)N1CCN(CC1)C=1N=C2C(N1)=CC=CC=C2 (2-[4-(2-PROPENYL)-1-PIPERAZINYL]-CYCLOHEPTIMIDAZOLE). The yield is 72.6%. Reaction SMILES: [N:1]1([C:7]2[N:8]=[C:9]3[CH:16]=[CH:15][CH:14]=[CH:13][CH:12]=[C:10]3[N:11]=2)[CH2:6][CH2:5][NH:4][CH2:3][CH2:2]1.C(=O)([O-])[O-].[K+].[K+].[CH2:23](Br)[CH:24]=[CH2:25]>CS(C)=O.[Cl-].[Na+].O>[CH2:25]([N:4]1[CH2:5][CH2:6][N:1]([C:7]2[N:11]=[C:10]3[CH:12]=[CH:13][CH:14]=[CH:15][CH:16]=[C:9]3[N:8]=2)[CH2:2][CH2:3]1)[CH:24]=[CH2:23] |f:1.2.3,6.7.8|. Reported procedure: A mixture of 2-(1-piperazinyl)cycloheptimidazole (3.15 g, described in Example 2) and potassium carbonate (1.14 g) in dimethyl sulfoxide (10 ml) was stirred for 15 min and a solution of 2-propenyl bromide (1.18 g) in dimethyl sulfoxide was added. The reaction mixture was stirred for 2.5 hr and diluted with brine. The solution was extracted with ethyl acetate and the organic extract was dried and evaporated to give the title compound (1.8 g): mp 108°-111° C.; ir(CHCl3) 1600, 1565 and 1520 cm-1 ; ...